From a dataset of the Open Reaction Database (ORD), a public repository of structured organic reaction records. describe an organic reaction: reactants, conditions, products, and yield Reactants: CC(=O)C (acetone), O[C@H]1C[C@@]2(C(=CC([C@H]([C@@]1(CCC=C(C)C)C)[C@@]2(OC)O)=O)OC)CC=C(C)C ((1S,5R,7S,8S,9S)-7,9-Dihydroxy-4,9-dimethoxy-8-methyl-5-(3-methylbut-2-en-1-yl)-8-(4-methylpent-3-en-1-yl)bicyclo[3.3.1]non-3-en-2-one), C1(=CC=C(C=C1)S(=O)(=O)[O-])C.[NH+]1=CC=CC=C1 (pyridinium para-toluenesulfonate), CCCCCC (hexane). Run in O (H2O), CCOC(=O)C (EtOAc), O (H2O). Product: SiO2, O[C@H]1C[C@@]2(C(=CC([C@H]([C@@]1(CCC=C(C)C)C)C2=O)=O)OC)CC=C(C)C ((1S,5R,7S,8S)-7-Hydroxy-4-methoxy-8-methyl-5-(3-methylbut-2-en-1-yl)-8-(4-methylpent-3-en-1-yl)bicyclo[3.3.1]non-3-ene-2,9-dione). Isolated yield 88.2%. Reaction SMILES: CC(C)=O.[OH:5][C@@H:6]1[C@@:13]([CH3:20])([CH2:14][CH2:15][CH:16]=[C:17]([CH3:19])[CH3:18])[C@@H:12]2[C@:21](O)([O:22]C)[C@@:8]([CH2:28][CH:29]=[C:30]([CH3:32])[CH3:31])([C:9]([O:26][CH3:27])=[CH:10][C:11]2=[O:25])[CH2:7]1.C1(C)C=CC(S([O-])(=O)=O)=CC=1.[NH+]1C=CC=CC=1.CCCCCC>O.CCOC(C)=O>[OH:5][C@@H:6]1[C@@:13]([CH3:20])([CH2:14][CH2:15][CH:16]=[C:17]([CH3:18])[CH3:19])[C@@H:12]2[C:21](=[O:22])[C@@:8]([CH2:28][CH:29]=[C:30]([CH3:32])[CH3:31])([C:9]([O:26][CH3:27])=[CH:10][C:11]2=[O:25])[CH2:7]1 |f:2.3|. Reported procedure: A 1:1 acetone:H2O (4 mL) solution of 19 (65 mg, 0.17 mmol, 1 equiv.) and pyridinium para-toluenesulfonate (208 mg, 0.83 mmol, 5 equiv.) was heated to reflux in a 10-mL recovery flask with an affixed reflux condenser. After stirring at reflux for 15.5 h, the solution was cooled, diluted with H2O, and extracted thrice with 1:1 hexane:EtOAc. The organic extracts were combined, washed with H2O and brine, dried over Na2SO4, filtered, and concentrated in vacuo to give a faint yellow oil. Flash column ... The yield is 77.3%. As a reaction SMILES: [Cl:1][C:2]1[NH:6][CH:5]=[C:4]([C:7]#[N:8])[C:3]=1[C:9]1[CH:14]=[CH:13][CH:12]=[CH:11][CH:10]=1.[OH-].[Na+].[C:17]([O:21][C:22](=[O:27])[NH:23][CH2:24][CH2:25]Br)([CH3:20])([CH3:19])[CH3:18]>C(#N)C.S([O-])(O)(=O)=O.C([N+](CCCC)(CCCC)CCCC)CCC>[C:17]([O:21][C:22](=[O:27])[NH:23][CH2:24][CH2:25][N:6]1[CH:5]=[C:4]([C:7]#[N:8])[C:3]([C:9]2[CH:10]=[CH:11][CH:12]=[CH:13][CH:14]=2)=[C:2]1[Cl:1])([CH3:20])([CH3:19])[CH3:18] |f:1.2,5.6|. Product: C(C)(C)(C)OC(NCCN1C(=C(C(=C1)C#N)C1=CC=CC=C1)Cl)=O (tert-butyl{2-[2-chloro-4-cyano-3-phenyl-1H-pyrrol-1-yl]ethyl}carbamate). Reported procedure: To a solution of 51.6 g (254 mmol) of 5-chloro-4-phenyl-1H-pyrrole-3-carbonitrile in 400 ml of acetonitrile are added 20.4 g (509 mmol) of finely ground sodium hydroxide and 3.46 g (10.2 mmol) of tetrabutylammonium hydrogen sulfate, and the mixture is stirred vigorously for a few minutes, followed by adding 68.5 g (255 mmol) of tert-butyl(2-bromo-ethyl)carbamate (CAS 39684-80-5), and the mixture is then stirred for 4 hours at reflux. [After cooling, the solvent is evaporated off under reduced pr... Reagents/catalysts: S(=O)(=O)(O)[O-].C(CCC)[N+](CCCC)(CCCC)CCCC (tetrabutylammonium hydrogen sulfate). Solvent: C(C)#N (acetonitrile). Starting materials: C(C)(C)(C)OC(NCCBr)=O (tert-butyl(2-bromo-ethyl)carbamate), ClC1=C(C(=CN1)C#N)C1=CC=CC=C1 (5-chloro-4-phenyl-1H-pyrrole-3-carbonitrile), [OH-].[Na+] (sodium hydroxide). RXN SMILES: [CH3:24][C:25](=[O:26])[O:27][C:28](=[O:29])[CH3:30].[c:1]1([C:11]2([OH:17])[CH2:12][CH2:13][NH:14][CH2:15][CH2:16]2)[n:2][cH:3][cH:4][c:5]2[cH:6][cH:7][cH:8][cH:9][c:10]12.[cH:18]1[cH:19][cH:20][n:21][cH:22][cH:23]1.[cH:31]1[cH:32][cH:33][cH:34][cH:35][cH:36]1>>[c:1]1([C:11]2([OH:17])[CH2:12][CH2:13][N:14]([C:25]([CH3:24])=[O:26])[CH2:15][CH2:16]2)[n:2][cH:3][cH:4][c:5]2[cH:6][cH:7][cH:8][cH:9][c:10]12. Product: CC(=O)N1CCC(O)(c2nccc3ccccc23)CC1. Starting materials: CC(=O)OC(C)=O, OC1(c2nccc3ccccc23)CCNCC1, c1ccncc1, c1ccccc1. The reactants are FC1=NC=CC=C1[C@H]1C[C@H](CCC1)O ((rac)-cis-3-(2-fluoropyridin-3-yl)cyclohexanol), N1=C(C=CC=C1)NC1=CC=C(C=C1)O (4-(pyridin-2-ylamino)phenol), C([O-])([O-])=O.[Cs+].[Cs+] (cesium carbonate). Run in CN1CCCC1=O (NMP). Reaction conditions: temperature 180 celsius. Product: N1=C(C=CC=C1)NC1=CC=C(OC2=NC=CC=C2[C@H]2C[C@H](CCC2)O)C=C1 ((RAC)-CIS-3-(2-(4-(PYRIDIN-2-YLAMINO)PHENOXY)PYRIDIN-3-YL)CYCLOHEXANOL). As a reaction SMILES: F[C:2]1[C:7]([C@@H:8]2[CH2:13][CH2:12][CH2:11][C@H:10]([OH:14])[CH2:9]2)=[CH:6][CH:5]=[CH:4][N:3]=1.[N:15]1[CH:20]=[CH:19][CH:18]=[CH:17][C:16]=1[NH:21][C:22]1[CH:27]=[CH:26][C:25]([OH:28])=[CH:24][CH:23]=1.C(=O)([O-])[O-].[Cs+].[Cs+]>CN1C(=O)CCC1>[N:15]1[CH:20]=[CH:19][CH:18]=[CH:17][C:16]=1[NH:21][C:22]1[CH:27]=[CH:26][C:25]([O:28][C:2]2[C:7]([C@@H:8]3[CH2:13][CH2:12][CH2:11][C@H:10]([OH:14])[CH2:9]3)=[CH:6][CH:5]=[CH:4][N:3]=2)=[CH:24][CH:23]=1 |f:2.3.4|. Procedure: A mixture of (rac)-cis-3-(2-fluoropyridin-3-yl)cyclohexanol (250 mg, 1.281 mmol), 4-(pyridin-2-ylamino)phenol (477 mg, 2.56 mmol), and cesium carbonate (834 mg, 2.56 mmol) in NMP (4 ml) was heated in a Biotage™ microwave reactor at 180° C. for 1.5 h. The mixture was partitioned between H2O (15 ml) and CH2Cl2 (30 ml), the layers were separated, and the aqueous layer was extracted with CH2Cl2 (3×30 ml). The combined organic layers were dried (MgSO4), concentrated under reduced pressure, and the re... Reactants: CN(C)S(=O)(=O)Cl, CCOc1cc(Cc2cnc(N)nc2N)cc(O)c1-c1ccc(CN2CCOCC2)c(F)c1, C1CCOC1. The product is CCOc1cc(Cc2cnc(N)nc2N)cc(OS(=O)(=O)N(C)C)c1-c1ccc(CN2CCOCC2)c(F)c1. As a reaction SMILES: [CH3:34][N:35]([S:36](=[O:37])(=[O:38])[Cl:39])[CH3:40].[NH2:1][c:2]1[n:3][cH:4][c:5]([CH2:9][c:10]2[cH:11][c:12]([OH:33])[c:13](-[c:19]3[cH:20][c:21]([F:32])[c:22]([CH2:25][N:26]4[CH2:27][CH2:28][O:29][CH2:30][CH2:31]4)[cH:23][cH:24]3)[c:14]([O:16][CH2:17][CH3:18])[cH:15]2)[c:6]([NH2:8])[n:7]1.[O:41]1[CH2:42][CH2:43][CH2:44][CH2:45]1>>[NH2:1][c:2]1[n:3][cH:4][c:5]([CH2:9][c:10]2[cH:11][c:12]([O:33][S:36]([N:35]([CH3:34])[CH3:40])(=[O:37])=[O:38])[c:13](-[c:19]3[cH:20][c:21]([F:32])[c:22]([CH2:25][N:26]4[CH2:27][CH2:28][O:29][CH2:30][CH2:31]4)[cH:23][cH:24]3)[c:14]([O:16][CH2:17][CH3:18])[cH:15]2)[c:6]([NH2:8])[n:7]1. The product is NC1=C(C=C(C=C1Cl)C(CNC(CNC(COC1=CC=CC=C1)=O)(C)C)O)Cl (1-(4-amino-3,5-dichlorophenyl)-2-[1,1-dimethyl-2-(2-phenoxyacetamido)ethylamino]ethanol), Cl (hydrochloride), monohydrate. Reaction SMILES: [CH3:1][C:2]([NH2:16])([CH3:15])[CH2:3][NH:4][C:5](=[O:14])[CH2:6][O:7][C:8]1[CH:13]=[CH:12][CH:11]=[CH:10][CH:9]=1.O.[NH2:18][C:19]1[C:24]([Cl:25])=[CH:23][C:22]([C:26]([CH:28]=O)=[O:27])=[CH:21][C:20]=1[Cl:30]>>[NH2:18][C:19]1[C:20]([Cl:30])=[CH:21][C:22]([CH:26]([OH:27])[CH2:28][NH:16][C:2]([CH3:1])([CH3:15])[CH2:3][NH:4][C:5](=[O:14])[CH2:6][O:7][C:8]2[CH:9]=[CH:10][CH:11]=[CH:12][CH:13]=2)=[CH:23][C:24]=1[Cl:25].[ClH:25] |f:1.2|. Reactants: O.NC1=C(C=C(C=C1Cl)C(=O)C=O)Cl (4-amino-3,5-dichlorophenylglyoxal hydrate), CC(CNC(COC1=CC=CC=C1)=O)(C)N (1,1-dimethyl-2-(2-phenoxyacetamido)ethylamine). Procedure details: In a similar manner but using 1,1-dimethyl-2-(2-phenoxyacetamido)ethylamine and 4-amino-3,5-dichlorophenylglyoxal hydrate as starting materials there was obtained 1-(4-amino-3,5-dichlorophenyl)-2-[1,1-dimethyl-2-(2-phenoxyacetamido)ethylamino]ethanol (Example 2) in 35% yield, m.p. 107°-9° C. (hydrochloride, monohydrate). Reactants: C(C1=CC=CC=C1)OC1=C(C=CC(=C1)F)[N+](=O)[O-] (2-benzyloxy-4-fluoronitrobenzene), [OH-].[K+] (potassium hydroxide), [OH-].[K+] (potassium hydroxide), O (water). Solvent: CS(=O)C (dimethyl sulfoxide). Conditions: temperature 100 celsius, time 4 hour. Yields the product C(C1=CC=CC=C1)OC1=C(C=CC(=C1)O)[N+](=O)[O-] (2-benzyloxy-4-hydroxynitrobenzene). RXN SMILES: [CH2:1]([O:8][C:9]1[CH:14]=[C:13](F)[CH:12]=[CH:11][C:10]=1[N+:16]([O-:18])=[O:17])[C:2]1[CH:7]=[CH:6][CH:5]=[CH:4][CH:3]=1.[OH-:19].[K+].O>CS(C)=O>[CH2:1]([O:8][C:9]1[CH:14]=[C:13]([OH:19])[CH:12]=[CH:11][C:10]=1[N+:16]([O-:18])=[O:17])[C:2]1[CH:7]=[CH:6][CH:5]=[CH:4][CH:3]=1 |f:1.2|. Procedure: 39.5 g of the 2-benzyloxy-4-fluoronitrobenzene (0.16 mol) prepared as described in Example 1 are added to a mixture of an aqueous potassium hydroxide solution prepared from 27.2 g of potassium hydroxide (0.48 mol) and 180 ml of distilled water, and 150 ml of dimethyl sulfoxide in a three-neck flask fitted with reflux condenser, stirrer and nitrogen inlet, and the mixture is then heated to 100° C. After 4 hours, the reaction solution is allowed to cool to room temperature, and the residue is filt...